From a dataset of the Open Reaction Database (ORD), a public repository of structured organic reaction records. describe an organic reaction: reactants, conditions, products, and yield Starting materials: CC(C)(C)OC(=O)N1CCOCC1CO, C1CCOC1, [H-], O=C(Oc1ccc([N+](=O)[O-])cc1)N1CCN(c2ccc(F)cc2F)CC1, [Na+]. Yields the product CC(C)(C)OC(=O)N1CCOCC1COC(=O)N1CCN(c2ccc(F)cc2F)CC1. Reaction SMILES: [C:1]([CH3:2])([CH3:3])([CH3:4])[O:5][C:6](=[O:7])[N:8]1[CH:9]([CH2:14][OH:15])[CH2:10][O:11][CH2:12][CH2:13]1.[CH2:44]1[O:45][CH2:46][CH2:47][CH2:48]1.[H-:17].[N+:18]([c:19]1[cH:20][cH:21][c:22]([O:27][C:28](=[O:23])[N:30]2[CH2:31][CH2:32][N:33]([c:36]3[c:37]([F:43])[cH:38][c:39]([F:42])[cH:40][cH:41]3)[CH2:34][CH2:35]2)[cH:24][cH:25]1)([O-:26])=[O:29].[Na+:16]>>[C:1]([CH3:2])([CH3:3])([CH3:4])[O:5][C:6](=[O:7])[N:8]1[CH:9]([CH2:14][O:15][C:28](=[O:27])[N:30]2[CH2:31][CH2:32][N:33]([c:36]3[c:37]([F:43])[cH:38][c:39]([F:42])[cH:40][cH:41]3)[CH2:34][CH2:35]2)[CH2:10][O:11][CH2:12][CH2:13]1. As a reaction SMILES: [CH2:37]1[O:38][CH2:39][CH2:40][CH2:41]1.[CH3:1][c:2]1[cH:3][cH:4][c:5]([S:8](=[O:9])(=[O:10])[N:11]2[CH2:12][CH2:13][CH:14]([c:17]3[cH:18][cH:19][cH:20][c:21]4[c:27]3[CH2:26][CH2:25][CH2:24][C:23]([C:28](=[O:29])[O:30][CH3:31])=[CH:22]4)[CH2:15][CH2:16]2)[cH:6][cH:7]1.[CH3:34][CH2:35][OH:36].[Na+:33].[OH-:32]>>[CH3:1][c:2]1[cH:3][cH:4][c:5]([S:8](=[O:9])(=[O:10])[N:11]2[CH2:12][CH2:13][CH:14]([c:17]3[cH:18][cH:19][cH:20][c:21]4[c:27]3[CH2:26][CH2:25][CH2:24][C:23]([C:28](=[O:29])[OH:30])=[CH:22]4)[CH2:15][CH2:16]2)[cH:6][cH:7]1. Product: Cc1ccc(S(=O)(=O)N2CCC(c3cccc4c3CCCC(C(=O)O)=C4)CC2)cc1. The reactants are C1CCOC1, COC(=O)C1=Cc2cccc(C3CCN(S(=O)(=O)c4ccc(C)cc4)CC3)c2CCC1, CCO, [Na+], [OH-]. The reactants are ClC=1C=C(C(=NC1)CCCCN)C (5-chloro-2-(4-aminobutyl)-3-methylpyridine), [N+](=O)([O-])NC1=NC=C(C(N1)=O)CC=1C=NC(=CC1)C (2-nitroamino-5-(6-methylpyrid-3-ylmethyl)-4-pyrimidone). The product is ClC=1C=C(C(=NC1)CCCCNC1=NC=C(C(N1)=O)CC=1C=NC(=CC1)C)C (2-[4-(5-chloro-3-methylpyrid-2-yl)butylamino]-5-(6-methylpyrid-3-ylmethyl)-4-pyrimidone). Yield: 28.3%. As a reaction SMILES: [Cl:1][C:2]1[CH:3]=[C:4]([CH3:13])[C:5]([CH2:8][CH2:9][CH2:10][CH2:11][NH2:12])=[N:6][CH:7]=1.[N+](N[C:18]1[NH:23][C:22](=[O:24])[C:21]([CH2:25][C:26]2[CH:27]=[N:28][C:29]([CH3:32])=[CH:30][CH:31]=2)=[CH:20][N:19]=1)([O-])=O>>[Cl:1][C:2]1[CH:3]=[C:4]([CH3:13])[C:5]([CH2:8][CH2:9][CH2:10][CH2:11][NH:12][C:18]2[NH:23][C:22](=[O:24])[C:21]([CH2:25][C:26]3[CH:27]=[N:28][C:29]([CH3:32])=[CH:30][CH:31]=3)=[CH:20][N:19]=2)=[N:6][CH:7]=1. Reported procedure: Reaction of 5-chloro-2-(4-aminobutyl)-3-methylpyridine [from Example 5(a)] (1.0 g) with 2-nitroamino-5-(6-methylpyrid-3-ylmethyl)-4-pyrimidone (1.23 g) under conditions analogous to those described in Example 1(f) gave 2-[4-(5-chloro-3-methylpyrid-2-yl)butylamino]-5-(6-methylpyrid-3-ylmethyl)-4-pyrimidone (0.53 g) m.p. 140°-141° C. Reactants: Cn1nnnc1SCCCS, CC(C)=O, O=[N+]([O-])c1ccc(Cl)nc1, [Na+], [OH-]. Yields the product Cn1nnnc1SCCCSc1ccc([N+](=O)[O-])cn1. As a reaction SMILES: [CH3:1][n:2]1[n:3][n:4][n:5][c:6]1[S:7][CH2:8][CH2:9][CH2:10][SH:11].[CH3:24][C:25](=[O:26])[CH3:27].[N+:12](=[O:13])([O-:14])[c:15]1[cH:16][cH:17][c:18]([Cl:21])[n:19][cH:20]1.[Na+:23].[OH-:22]>>[CH3:1][n:2]1[n:3][n:4][n:5][c:6]1[S:7][CH2:8][CH2:9][CH2:10][S:11][c:18]1[cH:17][cH:16][c:15]([N+:12](=[O:13])[O-:14])[cH:20][n:19]1. Product: CCCCCC(=O)C=Cc1sc(C)nc1CCCCCCC(=O)OC. Reactants: COC(=O)CCCCCCc1nc(C)sc1C=O, COCCOC, CCCCCC(=O)CP(=O)(OC)OC, [H-], [Na+], O. Reaction SMILES: [CH3:17][c:18]1[s:19][c:20]([CH:33]=[O:34])[c:21]([CH2:23][CH2:24][CH2:25][CH2:26][CH2:27][CH2:28][C:29](=[O:30])[O:31][CH3:32])[n:22]1.[CH3:36][O:37][CH2:38][CH2:39][O:40][CH3:41].[CH3:3][O:4][P:5](=[O:6])([O:7][CH3:8])[CH2:9][C:10]([CH2:11][CH2:12][CH2:13][CH2:14][CH3:15])=[O:16].[H-:1].[Na+:2].[OH2:35]>>[CH:9]([C:10]([CH2:11][CH2:12][CH2:13][CH2:14][CH3:15])=[O:16])=[CH:33][c:20]1[s:19][c:18]([CH3:17])[n:22][c:21]1[CH2:23][CH2:24][CH2:25][CH2:26][CH2:27][CH2:28][C:29](=[O:30])[O:31][CH3:32]. Starting materials: Intermediate ( 51.1 ), N (NH3), C(#N)C(C1CCN(CC1)C(=O)OC(C)(C)C)C1=CC=C(C=C1)C(F)(F)F (tert-butyl 4-(cyano(4-(trifluoromethyl)phenyl)methyl)piperidine-1-carboxylate), nitrile. Reagents/catalysts: [Ni] (Ni), [OH-].[OH-].[Pd+2] (Pd(OH)2). The solvent is CO (methanol), CO (methanol). Product: NCC(C1=CC=C(C=C1)C(F)(F)F)C1CCN(CC1)C(=O)OC(C)(C)C (tert-butyl 4-(2-amino-1-(4-(trifluoromethyl)phenyl)ethyl)-piperidine-1-carboxylate). Reaction SMILES: [C:1]([CH:3]([C:17]1[CH:22]=[CH:21][C:20]([C:23]([F:26])([F:25])[F:24])=[CH:19][CH:18]=1)[CH:4]1[CH2:9][CH2:8][N:7]([C:10]([O:12][C:13]([CH3:16])([CH3:15])[CH3:14])=[O:11])[CH2:6][CH2:5]1)#[N:2].N>CO.[OH-].[OH-].[Pd+2].[Ni]>[NH2:2][CH2:1][CH:3]([CH:4]1[CH2:5][CH2:6][N:7]([C:10]([O:12][C:13]([CH3:16])([CH3:15])[CH3:14])=[O:11])[CH2:8][CH2:9]1)[C:17]1[CH:22]=[CH:21][C:20]([C:23]([F:26])([F:24])[F:25])=[CH:19][CH:18]=1 |f:3.4.5|. Procedure details: A solution of Intermediate (51.1) (2000.0 mg; 5.46 mmol; 1.00 eq.) in 50 ml of methanol was surged on H-Qube through 20% Pd(OH)2 cartridge at 1.5 ml/min and RT for one cycle. LCMS showed a clean product as tert-butyl 4-(cyano(4-(trifluoromethyl)phenyl)methyl)piperidine-1-carboxylate. 10 ml of 7.0N NH3 in methanol was added to the above solution and the solution was then placed on H-Qube through Raney Ni column as cartridge at 1.5 ml/min and 45° C. for one cycle. LCMS showed clean reaction of red... Reactants: CC(OCC)=O (EA), C(C)(C)(C)OC(=O)NC(CCCC1=C(C(=O)OC)C=CC=C1)CC1=CC=CC=C1 (Methyl 2-(4-((tert-butoxycarbonyl)amino)-5-phenylpentyl)benzoate), [H-].[H-].[H-].[H-].[Li+].[Al+3] (LiAlH4). Run in C1CCOC1 (THF), C1CCOC1 (THF). Yields the product C(C)(C)(C)OC(NC(CC1=CC=CC=C1)CCCC1=C(C=CC=C1)CO)=O (tert-Butyl(5-(2-(hydroxymethyl)phenyl)-1-phenylpentan-2-yl)carbamate). Isolated yield 77.3%. As a reaction SMILES: [C:1]([O:5][C:6]([NH:8][CH:9]([CH2:23][C:24]1[CH:29]=[CH:28][CH:27]=[CH:26][CH:25]=1)[CH2:10][CH2:11][CH2:12][C:13]1[CH:22]=[CH:21][CH:20]=[CH:19][C:14]=1[C:15](OC)=[O:16])=[O:7])([CH3:4])([CH3:3])[CH3:2].[H-].[H-].[H-].[H-].[Li+].[Al+3].CC(=O)OCC>C1COCC1>[C:1]([O:5][C:6](=[O:7])[NH:8][CH:9]([CH2:10][CH2:11][CH2:12][C:13]1[CH:22]=[CH:21][CH:20]=[CH:19][C:14]=1[CH2:15][OH:16])[CH2:23][C:24]1[CH:25]=[CH:26][CH:27]=[CH:28][CH:29]=1)([CH3:4])([CH3:2])[CH3:3] |f:1.2.3.4.5.6|. Reported procedure: 30h (1.8 g, 4.55 mmol) in THF (5 mL) was added dropwise to a stirred solution of LiAlH4 (0.35 g, 9.1 mmol) in THF (25 mL) at 0° C. Then the mixture was stirred at rt until TLC analysis indicated the total consumption of the SM. The reaction was quenched carefully by the slow addition of water (10 mL), and then the liquid was decanted away from the precipitate. The precipitate was washed with DCM (3×50 mL) and the organic layers were combined and dried over Na2SO4. The solvent was removed and the...